This data is from the Open Reaction Database (ORD), a public repository of structured organic reaction records. The task is: describe an organic reaction: reactants, conditions, products, and yield Starting materials: CC(C)(C(=C(C(C)(C)C)C1=CC=C(C=C1)[N+](=O)[O-])C1=CC=C(C=C1)[N+](=O)[O-])C (2,2,5,5-tetramethyl-3,4-di(4-nitrophenyl)hex-3-ene), C1=CCCCC1 (cyclohexene). The reagents and catalysts are [Pd] (Pd/C). Solvent: C1CCOC1 (THF). Yields the product CC(C)(C(=C(C(C)(C)C)C1=CC=C(C=C1)N)C1=CC=C(C=C1)[N+](=O)[O-])C (2,2,5,5-tetramethyl-3-(4-nitrophenyl)-4-(4-aminophenyl)hex-3-ene). Isolated yield 49.9%. As a reaction SMILES: [CH3:1][C:2]([CH3:28])([C:4]([C:19]1[CH:24]=[CH:23][C:22]([N+:25]([O-])=O)=[CH:21][CH:20]=1)=[C:5]([C:10]1[CH:15]=[CH:14][C:13]([N+:16]([O-:18])=[O:17])=[CH:12][CH:11]=1)[C:6]([CH3:9])([CH3:8])[CH3:7])[CH3:3].C1CCCCC=1>C1COCC1.[Pd]>[CH3:8][C:6]([CH3:9])([C:5]([C:10]1[CH:11]=[CH:12][C:13]([N+:16]([O-:18])=[O:17])=[CH:14][CH:15]=1)=[C:4]([C:19]1[CH:24]=[CH:23][C:22]([NH2:25])=[CH:21][CH:20]=1)[C:2]([CH3:1])([CH3:3])[CH3:28])[CH3:7]. Reported procedure: A solution of 0.62 g 2,2,5,5-tetramethyl-3,4-di(4-nitrophenyl)hex-3-ene,2.6 g cyclohexene and 1.4 g 10% Pd/C in THF was refluxed for 2 hrs. The Pd/C was removed by filtration and the residue after evaporation of the solvent was purified by chromatography on silica gel (25% CH2Cl2 -hexane) to give 0.285 g (50%) 2,2,5,5-tetramethyl-3-(4-nitrophenyl)-4-(4-aminophenyl)hex-3-ene: 1H NMR (CDCl3): δ0.66 (s, 8H), 0.70 (s, 8H), 3.61 (s, 2H), 6.61-6.63 (d, 2H), 7.30-7.34 (d, 2H), 8.12-8.14 (d, 2H): 13C NM...